From a dataset of the Open Reaction Database (ORD), a public repository of structured organic reaction records. describe an organic reaction: reactants, conditions, products, and yield The reactants are CCOC(C)=O, COc1cc(OC)c(C(=O)O)cc1OC, Cl, O. Product: COc1cc(O)c(C(=O)O)cc1OC. RXN SMILES: [CH3:18][CH2:19][O:20][C:21](=[O:22])[CH3:23].[CH3:1][O:2][c:3]1[c:4]([C:5](=[O:6])[OH:7])[cH:8][c:9]([O:14][CH3:15])[c:10]([O:12][CH3:13])[cH:11]1.[ClH:16].[OH2:17]>>[OH:2][c:3]1[c:4]([C:5](=[O:6])[OH:7])[cH:8][c:9]([O:14][CH3:15])[c:10]([O:12][CH3:13])[cH:11]1. Starting materials: C(C=C)OC(=O)NCC(=O)O (N-(allyloxycarbonyl)glycine), Cl (HCl), C([O-])(O)=O.[Na+] (sodium bicarbonate). Run in CO (CH3OH). Yields the product COC(CNC(=O)OCC=C)=O (N-(allyloxycarbonyl)glycine methyl ester). As a reaction SMILES: [CH2:1]([O:4][C:5]([NH:7][CH2:8][C:9]([OH:11])=[O:10])=[O:6])[CH:2]=[CH2:3].Cl.[C:13](=O)(O)[O-].[Na+]>CO>[CH3:13][O:10][C:9](=[O:11])[CH2:8][NH:7][C:5]([O:4][CH2:1][CH:2]=[CH2:3])=[O:6] |f:2.3|. Reported procedure: A solution of 0.06 mol of N-(allyloxycarbonyl)glycine, prepared as described by F. Guibe, O. Dangles, and G. Balavione in Tetrahedron Letters, 1986, 27, 2365-2368, and 0.066 mol of HCl in 100 mL of CH3OH is stirred at reflux for 8 hours. The solution is then cooled and treated with 0.066 mol of sodium bicarbonate. The solvent is removed by rotary evaporator, and the residue is dissolved in diethyl ether, filtered, dried over MgSO4, and filtered. The solvent is removed by rotary evaporator to giv... The reactants are CC(C)(C)C=1C=C(C=C(C1O)C(C)(C)C)SCCC(=O)OC (Methyl 3-[[3,5-bis(1,1-dimethylethyl)-4-hydroxyphenyl]thio]propanoate), O.[OH-].[Li+] (lithium hydroxide hydrate), O (Water). Solvent: CO (methanol). Conditions: time 8 hour. Product: CC(C)(C)C=1C=C(C=C(C1O)C(C)(C)C)SCCC(=O)O (3-[[3,5-bis(1,1-dimethylethyl)-4-hydroxyphenyl) thio]propanoic acid). RXN SMILES: [CH3:1][C:2]([C:5]1[CH:6]=[C:7]([S:16][CH2:17][CH2:18][C:19]([O:21]C)=[O:20])[CH:8]=[C:9]([C:12]([CH3:15])([CH3:14])[CH3:13])[C:10]=1[OH:11])([CH3:4])[CH3:3].O.[OH-].[Li+].O>CO>[CH3:15][C:12]([C:9]1[CH:8]=[C:7]([S:16][CH2:17][CH2:18][C:19]([OH:21])=[O:20])[CH:6]=[C:5]([C:2]([CH3:1])([CH3:3])[CH3:4])[C:10]=1[OH:11])([CH3:13])[CH3:14] |f:1.2.3|. Procedure: Methyl 3-[[3,5-bis(1,1-dimethylethyl)-4-hydroxyphenyl]thio]propanoate (1.0 g, 3 mmole) was added to a clear solution of lithium hydroxide hydrate (0.64 g, 15 mmole) in methanol (15 ml). Water was added until the solution became cloudy and the mixture was then stirred overnight. The mixture was concentrated to about 10 ml and acidified with cold (5° ) 10% hydrochloric acid. The resultant precipitate was collected by filtration, washed with water, and air dried Recrystallization from cyclohexane g... Reactants: Ethyl 4-aminopropionate hydrochloride, CNC(=O)N1C=CC2=CC(=CC=C12)OC1=CC(=NC=C1)N(C(OC1=CC=CC=C1)=O)C(=O)OC1=CC=CC=C1 (Phenyl N-(4-(1-(methylamino)carbonyl-1H-indol-5-yloxy)-pyridin-2-yl)-N-(phenoxycarbonyl)carbamate), aqueous solution, [OH-].[Li+] (lithium hydroxide), aqueous solution, [OH-].[Na+] (sodium hydroxide), Cl (hydrochloric acid). Run in CO (methanol), CN(C=O)C (N,N-dimethylformamide), O (Water), O1CCCC1 (tetrahydrofuran). Yields the product CNC(=O)N1C=CC2=CC(=CC=C12)OC1=CC(=NC=C1)NC(NCCC(=O)O)=O (3-(3-(4-(1-Methylcarbamoyl-1H-indol-5-yloxy)pyridin-2-yl)ureido)propionic acid). Yield: 66.0%. Reaction SMILES: [OH-:1].[Na+].[CH3:3][NH:4][C:5]([N:7]1[C:15]2[C:10](=[CH:11][C:12]([O:16][C:17]3[CH:22]=[CH:21][N:20]=[C:19]([N:23]([C:33]([O:35]C4C=CC=CC=4)=O)C(=O)OC4C=CC=CC=4)[CH:18]=3)=[CH:13][CH:14]=2)[CH:9]=[CH:8]1)=[O:6].[OH-:42].[Li+].Cl>CN(C)C=O.O1CCCC1.CO.O>[CH3:3][NH:4][C:5]([N:7]1[C:15]2[C:10](=[CH:11][C:12]([O:16][C:17]3[CH:22]=[CH:21][N:20]=[C:19]([NH:23][C:33](=[O:35])[NH:7][CH2:8][CH2:9][C:10]([OH:42])=[O:1])[CH:18]=3)=[CH:13][CH:14]=2)[CH:9]=[CH:8]1)=[O:6] |f:0.1,3.4|. Reported procedure: Ethyl 4-aminopropionate hydrochloride (588 mg, 3.8 mmol) was suspended in N,N-dimethylformamide (3.0 ml), and then 5N aqueous solution of sodium hydroxide (0.77 ml, 3.8 mmol) was added, and the reaction mixture was stirred at room temperature. Phenyl N-(4-(1-(methylamino)carbonyl-1H-indol-5-yloxy)-pyridin-2-yl)-N-(phenoxycarbonyl)carbamate (400 mg, 0.77 mmol, Production example 5-2) was added thereto, and the reaction mixture was stirred at room temperature for 0.75 hours. Water was added to the... Starting materials: [H-].[H-].[H-].[H-].[Li+].[Al+3] (LiAlH4), COC(C1=C(N=C(C=C1OC)C1=C(C=CC=C1CC)CC)C(F)(F)F)=O (6-(2,6-diethyl-phenyl)-4-methoxy-2-trifluoromethyl-nicotinic acid methyl ester), Na2SO4.10H2O. The solvent is C1CCOC1 (THF). Run at time 2 hour. The product is C(C)C1=C(C(=CC=C1)CC)C1=CC(=C(C(=N1)C(F)(F)F)CO)OC ([6-(2,6-diethyl-phenyl)-4-methoxy-2-trifluoromethyl-pyridin-3-yl]-methanol). As a reaction SMILES: [H-].[H-].[H-].[H-].[Li+].[Al+3].C[O:8][C:9](=O)[C:10]1[C:15]([O:16][CH3:17])=[CH:14][C:13]([C:18]2[C:23]([CH2:24][CH3:25])=[CH:22][CH:21]=[CH:20][C:19]=2[CH2:26][CH3:27])=[N:12][C:11]=1[C:28]([F:31])([F:30])[F:29]>C1COCC1>[CH2:24]([C:23]1[CH:22]=[CH:21][CH:20]=[C:19]([CH2:26][CH3:27])[C:18]=1[C:13]1[N:12]=[C:11]([C:28]([F:31])([F:29])[F:30])[C:10]([CH2:9][OH:8])=[C:15]([O:16][CH3:17])[CH:14]=1)[CH3:25] |f:0.1.2.3.4.5|. Procedure details: A solution of LiAlH4 (1 M in THF, 2 mL, 2 mmol) is added to a solution of 6-(2,6-diethyl-phenyl)-4-methoxy-2-trifluoromethyl-nicotinic acid methyl ester (200 mg, 0.54 mmol) in THF (5 mL) at 0° C. The mixture is warmed to room temperature and stirred for 2 hours. The mixture is cooled to 0° C. and Na2SO4.10H2O is added to quench the reaction. The mixture is filtered through Celite and the filtrate is concentrated in vacuo. The crude product is purified by PTLC (hexanes/ethyl acetate 3:1) to give ... Starting materials: COC(=O)C1=C(C=C(C=C1)I)S(=O)(=O)N (2-Methoxycarbonyl-5-iodobenzenesulfonamide), S(=O)(Cl)Cl (thionyl chloride), N1=CC=CC=C1 (pyridine), C(=O)(Cl)Cl (phosgene). The solvent is ClCCCl (1,2-dichloroethane). Yields the product COC(=O)C1=C(C=C(C=C1)I)S(=O)(=O)N=C=O (2-Methoxycarbonyl-5-iodobenzenesulfonyl isocyanate). RXN SMILES: [CH3:1][O:2][C:3]([C:5]1[CH:10]=[CH:9][C:8]([I:11])=[CH:7][C:6]=1[S:12]([NH2:15])(=[O:14])=[O:13])=[O:4].S(Cl)(Cl)=O.N1C=CC=CC=1.[C:26](Cl)(Cl)=[O:27]>ClCCCl>[CH3:1][O:2][C:3]([C:5]1[CH:10]=[CH:9][C:8]([I:11])=[CH:7][C:6]=1[S:12]([N:15]=[C:26]=[O:27])(=[O:14])=[O:13])=[O:4]. Reported procedure: 50 g of the sulfonamide obtained in Example 6 are suspended in 150 ml of 1,2-dichloroethane and the suspension is treated with 27.7 ml of thionyl chloride. The mixture is heated at the boil for 4 hours, cooled to 50°-55° C. and treated with 0.5 ml of pyridine, and phosgene is passed for 31/2 hours into the solution which has now been brought to the boil. The mixture is concentrated under reduced pressure with the exclusion of moisture. The crude sulfonyl isocyanate which remains (52.6 g) crystal... Reactants: ClC1=CC=C(C=N1)CN1C(N(C(C2=C1C=CS2)=O)O)=O (1-(6-chloro-pyridin-3-ylmethyl)-3-hydroxy-1H-thieno[3,2-d]pyrimidine-2,4-dione), FC(C1=C(C=CC=C1)B(O)O)(F)F (2-trifluoromethyl phenylboronic acid). Procedure: The title compound was prepared from 1-(6-chloro-pyridin-3-ylmethyl)-3-hydroxy-1H-thieno[3,2-d]pyrimidine-2,4-dione and 2-trifluoromethyl phenylboronic acid via general procedure C. The crude product was purified by mass-triggered preparative HPLC. 1H NMR (DMSO-d6) δ 10.78 (bs, 1H), 8.68 (d, 1H, J=2.1 Hz), 8.18 (d, 1H, J=5.4 Hz), 7.85 (d, 1H, J=8.1 Hz), 7.80 (dd, 1H, J=2.1, 8.1 Hz), 7.75 (t, 1H, J=7.5 Hz), 7.66 (t, 1H, J=7.8 Hz), 7.56-7.46 (m, 3H), 5.39 (s, 2H); Electrospray MS: 420 (M+H); reten... Yields the product ON1C(N(C2=C(C1=O)SC=C2)CC=2C=NC(=CC2)C2=C(C=CC=C2)C(F)(F)F)=O (3-Hydroxy-1-[6-(2-trifluoromethyl-phenyl)-pyridin-3-ylmethyl]-1H-thieno[3,2-d]pyrimidine-2,4-dione). As a reaction SMILES: Cl[C:2]1[N:7]=[CH:6][C:5]([CH2:8][N:9]2[C:14]3[CH:15]=[CH:16][S:17][C:13]=3[C:12](=[O:18])[N:11]([OH:19])[C:10]2=[O:20])=[CH:4][CH:3]=1.[F:21][C:22]([F:33])([F:32])[C:23]1[CH:28]=[CH:27][CH:26]=[CH:25][C:24]=1B(O)O>>[OH:19][N:11]1[C:12](=[O:18])[C:13]2[S:17][CH:16]=[CH:15][C:14]=2[N:9]([CH2:8][C:5]2[CH:6]=[N:7][C:2]([C:24]3[CH:25]=[CH:26][CH:27]=[CH:28][C:23]=3[C:22]([F:33])([F:32])[F:21])=[CH:3][CH:4]=2)[C:10]1=[O:20]. Reactants: Cc1cccnc1Br, Cc1ccc(Nc2cc(N3CCCCC3)nc(N3CCNCC3)n2)cc1, CC(C)(C)[O-], Cc1ccccc1, [Na+]. Yields the product Cc1ccc(Nc2cc(N3CCCCC3)nc(N3CCN(c4ncccc4C)CC3)n2)cc1. As a reaction SMILES: [Br:27][c:28]1[n:29][cH:30][cH:31][cH:32][c:33]1[CH3:34].[CH3:1][c:2]1[cH:3][cH:4][c:5]([NH:8][c:9]2[n:10][c:11]([N:21]3[CH2:22][CH2:23][NH:24][CH2:25][CH2:26]3)[n:12][c:13]([N:15]3[CH2:16][CH2:17][CH2:18][CH2:19][CH2:20]3)[cH:14]2)[cH:6][cH:7]1.[CH3:35][C:36]([CH3:37])([O-:38])[CH3:39].[CH3:41][c:42]1[cH:43][cH:44][cH:45][cH:46][cH:47]1.[Na+:40]>>[CH3:1][c:2]1[cH:3][cH:4][c:5]([NH:8][c:9]2[n:10][c:11]([N:21]3[CH2:22][CH2:23][N:24]([c:28]4[n:29][cH:30][cH:31][cH:32][c:33]4[CH3:34])[CH2:25][CH2:26]3)[n:12][c:13]([N:15]3[CH2:16][CH2:17][CH2:18][CH2:19][CH2:20]3)[cH:14]2)[cH:6][cH:7]1. The reactants are COC1=C(C(=O)OC)C=CC(=N1)Cl (methyl 2-methoxy-6-chloronicotinate), [OH-].[Na+] (sodium hydroxide). The solvent is CO (methanol). The product is COC1=C(C(=O)O)C=CC(=N1)Cl (2-methoxy-6-chloronicotinic acid). As a reaction SMILES: [CH3:1][O:2][C:3]1[N:12]=[C:11]([Cl:13])[CH:10]=[CH:9][C:4]=1[C:5]([O:7]C)=[O:6].[OH-].[Na+]>CO>[CH3:1][O:2][C:3]1[N:12]=[C:11]([Cl:13])[CH:10]=[CH:9][C:4]=1[C:5]([OH:7])=[O:6] |f:1.2|. Procedure details: A solution of 10.1 g (0.05 mole) of methyl 2-methoxy-6-chloronicotinate in 20 ml of methanol is added dropwise at 70° C in the course of 30 minutes to 500 ml of 0.1 N aqueous sodium hydroxide solution. After completion of the addition, the mixture is refluxed for 1 hour. The clear solution is concentrated in vacuo to approx. 100 ml and acidified with 2 N hydrochloric acid to pH 3. The precipitate which has formed is collected by filtration, washed with a small amount of water and dried. The resi... Yields the product O1C(CCCC1)OC1=CC(=C(C=C1)OCCC)OC (3-methoxy-4-n-propoxyphenol tetrahydropyranyl ether). As a reaction SMILES: [CH3:1][O:2][C:3]1[CH:4]=[C:5]([OH:13])[CH:6]=[CH:7][C:8]=1[O:9][CH2:10][CH2:11][CH3:12].[O:14]1[CH:19]=[CH:18][CH2:17][CH2:16][CH2:15]1>Cl.CCOCC>[O:14]1[CH2:19][CH2:18][CH2:17][CH2:16][CH:15]1[O:13][C:5]1[CH:6]=[CH:7][C:8]([O:9][CH2:10][CH2:11][CH3:12])=[C:3]([O:2][CH3:1])[CH:4]=1. The solvent is CCOCC (ether). Reaction conditions: time 3 hour. The reactants are COC=1C=C(C=CC1OCCC)O (3-Methoxy-4-n-propoxyphenol), O1CCCC=C1 (dihydropyran). The reagents and catalysts are Cl (hydrochloric acid). Reported procedure: 3-Methoxy-4-n-propoxyphenol (19.62 g, 0.108 M) was added in portions to a stirred mixture of dihydropyran (15.7 ml) and concentrated hydrochloric acid (3 drops) under nitrogen such that the temperature did not rise above 50° C. The solution was then stirred at room temperature (3 hr). The reaction mixture was diluted with ether and washed with water, 2 N sodium hydroxide solution, water, dried (sodium sulphate) and evaporated to give 3-methoxy-4-n-propoxyphenol tetrahydropyranyl ether.